Dataset: the Open Reaction Database (ORD), a public repository of structured organic reaction records. Task: describe an organic reaction: reactants, conditions, products, and yield Starting materials: COC(=O)C=1C=C(C=CC1)N(S(=O)(=O)CC)CC=1C=NC=CC1 (N-(3-methoxycarbonylphenyl)-N-(ethanesulfonyl)pyrid-3-ylmethylamine), CC(C)C[AlH]CC(C)C (DIBAl-H), CO (methanol). Solvent: CCOCC (ether), [C@@H]([C@H](C(=O)[O-])O)(C(=O)[O-])O.[Na+].[K+] (Rochelle's salt), C1CCOC1 (THF). Reaction conditions: temperature 0 celsius, time 1 hour. Product: OCC=1C=C(C=CC1)N(S(=O)(=O)CC)CC=1C=NC=CC1 (N-(3-(Hydroxymethyl)phenyl)-N-(ethanesulfonyl)pyrid-3-ylmethylamine). Isolated yield 74.9%. As a reaction SMILES: C[O:2][C:3]([C:5]1[CH:6]=[C:7]([N:11]([CH2:17][C:18]2[CH:19]=[N:20][CH:21]=[CH:22][CH:23]=2)[S:12]([CH2:15][CH3:16])(=[O:14])=[O:13])[CH:8]=[CH:9][CH:10]=1)=O.CC(C[AlH]CC(C)C)C.CO>C1COCC1.CCOCC.[C@H](O)(C([O-])=O)[C@@H](O)C([O-])=O.[Na+].[K+]>[OH:2][CH2:3][C:5]1[CH:6]=[C:7]([N:11]([CH2:17][C:18]2[CH:19]=[N:20][CH:21]=[CH:22][CH:23]=2)[S:12]([CH2:15][CH3:16])(=[O:14])=[O:13])[CH:8]=[CH:9][CH:10]=1 |f:5.6.7|. Procedure details: Into a −78° C. solution of N-(3-methoxycarbonylphenyl)-N-(ethanesulfonyl)pyrid-3-ylmethylamine (75 g, 0.224 mole, 1 eq) in THF was added slowly DIBAl-H (561 mL, 1M in toluene, 2.5 eq). The mixture was stirred for 1 hour and then was warmed to 0° C. with an ice water bath and stirred for 2 h. The reaction was carefully quenched with methanol (18.50 mL, 0.396 mole, 1.8 eq). It was then diluted with ether (4650 mL) and Saturated Rochelle's salt (2775 mL) and stirred vigorously overnight. The layers... The reactants are O=C1N(OCc2ccccc2)CCC12CCOc1ccc(F)cc12, CO. The product is O=C1N(O)CCC12CCOc1ccc(F)cc12. As a reaction SMILES: [CH2:1]([c:2]1[cH:3][cH:4][cH:5][cH:6][cH:7]1)[O:8][N:9]1[C:10](=[O:24])[C:11]2([CH2:12][CH2:13][O:14][c:15]3[c:16]2[cH:17][c:18]([F:21])[cH:19][cH:20]3)[CH2:22][CH2:23]1.[CH3:25][OH:26]>>[OH:8][N:9]1[C:10](=[O:24])[C:11]2([CH2:12][CH2:13][O:14][c:15]3[c:16]2[cH:17][c:18]([F:21])[cH:19][cH:20]3)[CH2:22][CH2:23]1. Starting materials: C(=O)O (formic acid), Cl.Cl.COC1=CC=C(C=C1)NC(=O)N1C(CNCC1)COC=1C=NC=CC1 (N-(4-methoxyphenyl)-2-((pyridin-3-yloxy)methyl)piperazine-1-carboxamide dihydrochloride), [OH-].[Na+] (NaOH). The solvent is O (water), C=O (formaldehyde). Reaction conditions: time 16 hour. Product: Cl.Cl.COC1=CC=C(C=C1)NC(=O)N1C(CN(CC1)C)COC=1C=NC=CC1 (N-(4-methoxyphenyl)-4-methyl-2-((pyridin-3-yloxy)methyl)piperazine-1-carboxamide dihydrochloride). Yield: 13.0%. RXN SMILES: [ClH:1].Cl.[CH3:3][O:4][C:5]1[CH:10]=[CH:9][C:8]([NH:11][C:12]([N:14]2[CH2:19][CH2:18][NH:17][CH2:16][CH:15]2[CH2:20][O:21][C:22]2[CH:23]=[N:24][CH:25]=[CH:26][CH:27]=2)=[O:13])=[CH:7][CH:6]=1.[CH:28](O)=O.[OH-].[Na+]>C=O.O>[ClH:1].[ClH:1].[CH3:3][O:4][C:5]1[CH:6]=[CH:7][C:8]([NH:11][C:12]([N:14]2[CH2:19][CH2:18][N:17]([CH3:28])[CH2:16][CH:15]2[CH2:20][O:21][C:22]2[CH:23]=[N:24][CH:25]=[CH:26][CH:27]=2)=[O:13])=[CH:9][CH:10]=1 |f:0.1.2,4.5,8.9.10|. Reported procedure: N-(4-methoxyphenyl)-2-((pyridin-3-yloxy)methyl)piperazine-1-carboxamide dihydrochloride (prepared as described in Example 10) (123 mg, 0.295 mmol), was dissolved in formaldehyde (37% aqueous solution, 1 mL) and formic acid (1 mL) and heated to 60° C. After 16 h, the reaction mixture was brought to pH 12 with 1 N NaOH in water and was extracted with CH2Cl2 (3×10 mL). The combined organics were dried over Na2SO4, filtered, and concentrated under reduced pressure. The material was purified by HPLC ... The reactants are COC1=CC2=C(CC(N(CC2)CCCN(CCCS(=O)C2=CC(=C(C=C2)OC)OC)C)=O)C=C1OC (N-[3-(7,8-dimethoxy-1,3,4,5-tetrahydro-2H-3-benzazepin-2-on-3-yl)-propyl]-N-[3-(3,4-dimethoxy-phenylsulfinyl)-propyl]-methylamine), [Se](=O)=O (selenium dioxide). Product: COC1=CC2=C(C(C(N(CC2)CCCN(CCCS(=O)C2=CC(=C(C=C2)OC)OC)C)=O)=O)C=C1OC (N-[3-(7,8-Dimethoxy-1,3,4,5-tetrahydro-2H-3-benzazepin-1,2-dion-3-yl)-propyl]-N-[3-(3,4-dimethoxy-phenylsulfinyl)-propyl]-methylamine). As a reaction SMILES: [CH3:1][O:2][C:3]1[C:34]([O:35][CH3:36])=[CH:33][C:6]2[CH2:7][C:8](=[O:32])[N:9]([CH2:12][CH2:13][CH2:14][N:15]([CH3:31])[CH2:16][CH2:17][CH2:18][S:19]([C:21]3[CH:26]=[CH:25][C:24]([O:27][CH3:28])=[C:23]([O:29][CH3:30])[CH:22]=3)=[O:20])[CH2:10][CH2:11][C:5]=2[CH:4]=1.[Se](=O)=[O:38]>>[CH3:1][O:2][C:3]1[C:34]([O:35][CH3:36])=[CH:33][C:6]2[C:7](=[O:38])[C:8](=[O:32])[N:9]([CH2:12][CH2:13][CH2:14][N:15]([CH3:31])[CH2:16][CH2:17][CH2:18][S:19]([C:21]3[CH:26]=[CH:25][C:24]([O:27][CH3:28])=[C:23]([O:29][CH3:30])[CH:22]=3)=[O:20])[CH2:10][CH2:11][C:5]=2[CH:4]=1. Procedure: The title compound is prepared from N-[3-(7,8-dimethoxy-1,3,4,5-tetrahydro-2H-3-benzazepin-2-on-3-yl)-propyl]-N-[3-(3,4-dimethoxy-phenylsulfinyl)-propyl]-methylamine and selenium dioxide analogously to Example 55. Starting materials: [N+](=O)([O-])C1=C(C=CC=C1)C(C#C[Si](C)(C)C)=O (1-(2-Nitrophenyl)-3-(trimethylsilyl)prop-2-yn-1-one), crude product, Cl (hydrochloric acid). Reagents/catalysts: [Pd] (Pd/C). The solvent is C1(=CC=CC=C1)C (toluene), C(C)(=O)OCC (ethyl acetate). Reaction conditions: time 72 hour. Yields the product NC1=C(C=CC=C1)C(CC[Si](C)(C)C)=O (1-(2-Aminophenyl)-3-(trimethylsilyl)propan-1-one). Isolated yield 83.5%. RXN SMILES: [N+:1]([C:4]1[CH:9]=[CH:8][CH:7]=[CH:6][C:5]=1[C:10](=[O:17])[C:11]#[C:12][Si:13]([CH3:16])([CH3:15])[CH3:14])([O-])=O.Cl>C1(C)C=CC=CC=1.C(OCC)(=O)C.[Pd]>[NH2:1][C:4]1[CH:9]=[CH:8][CH:7]=[CH:6][C:5]=1[C:10](=[O:17])[CH2:11][CH2:12][Si:13]([CH3:16])([CH3:15])[CH3:14]. Reported procedure: To the solution of 1-(2-nitrophenyl)-3-(trimethylsilyl)prop-2-yn-1-one (11) (294 g; 1.19 mole) in toluene (4.5 L) was added Pd/C (10% wt; 30 g) under N2. The resulting suspension was degassed under vacuum and back-filled 3-times with H2. The mixture was hydrogenated under 0.3 MPa of hydrogen at room temperature for 72 hours. The progress of the reaction was monitored by HPLC. When the HPLC analysis indicated the disappearance of compound (II), the catalyst was filtered off through a Celite pad. ... The reactants are Brc1ccc(I)nc1, CC(C)[Mg+], [Cl-], C1CCOC1, O=C(CC1CCCC1)c1cc2cccnc2n1S(=O)(=O)c1ccccc1. The product is O=S(=O)(c1ccccc1)n1c(C(O)(CC2CCCC2)c2ccc(Br)cn2)cc2cccnc21. RXN SMILES: [Br:1][c:2]1[cH:3][cH:4][c:5]([I:8])[n:6][cH:7]1.[CH:10]([Mg+:11])([CH3:12])[CH3:13].[Cl-:9].[O:40]1[CH2:41][CH2:42][CH2:43][CH2:44]1.[c:14]1([S:20](=[O:21])(=[O:22])[n:23]2[c:24]([C:32]([CH2:33][CH:34]3[CH2:35][CH2:36][CH2:37][CH2:38]3)=[O:39])[cH:25][c:26]3[c:27]2[n:28][cH:29][cH:30][cH:31]3)[cH:15][cH:16][cH:17][cH:18][cH:19]1>>[Br:1][c:2]1[cH:3][cH:4][c:5]([C:32]([c:24]2[n:23]([S:20]([c:14]3[cH:15][cH:16][cH:17][cH:18][cH:19]3)(=[O:21])=[O:22])[c:27]3[c:26]([cH:25]2)[cH:31][cH:30][cH:29][n:28]3)([CH2:33][CH:34]2[CH2:35][CH2:36][CH2:37][CH2:38]2)[OH:39])[n:6][cH:7]1. Reactants: CC1=C(C(=O)O)C=C(C=C1)[N+](=O)[O-] (2-methyl-5-nitrobenzoic acid), N[C@H](CO)CC1=CC=CC=C1 ((S)-2-amino-3-phenyl-1-propanol). Yields the product CC1=C(C(=O)NC(CO)CC2=CC=CC=C2)C=C(C=C1)[N+](=O)[O-] (2-Methyl-N-(3-phenylpropan-1-ol-2-yl)-5-nitrobenzamide). Isolated yield 87.0%. RXN SMILES: [CH3:1][C:2]1[CH:10]=[CH:9][C:8]([N+:11]([O-:13])=[O:12])=[CH:7][C:3]=1[C:4]([OH:6])=O.[NH2:14][C@@H:15]([CH2:18][C:19]1[CH:24]=[CH:23][CH:22]=[CH:21][CH:20]=1)[CH2:16][OH:17]>>[CH3:1][C:2]1[CH:10]=[CH:9][C:8]([N+:11]([O-:13])=[O:12])=[CH:7][C:3]=1[C:4]([NH:14][CH:15]([CH2:18][C:19]1[CH:24]=[CH:23][CH:22]=[CH:21][CH:20]=1)[CH2:16][OH:17])=[O:6]. Procedure: 5 g (27.6 mmol) of 2-methyl-5-nitrobenzoic acid were reacted with (S)-2-amino-3-phenyl-1-propanol by the method of procedure 3c. 7.5 g (87%) of the product were obtained.